From a dataset of the Open Reaction Database (ORD), a public repository of structured organic reaction records. describe an organic reaction: reactants, conditions, products, and yield Reactants: CC(=O)[O-], CC(=O)[O-], C1CCNCC1, Cc1ccccc1, CC(C)(C)[O-], N#Cc1ccc(OS(=O)(=O)C(F)(F)F)c2c1CCCC2, [Na+], O, [Pd+2]. Product: N#Cc1ccc(N2CCCCC2)c2c1CCCC2. As a reaction SMILES: [C:40]([O-:41])(=[O:42])[CH3:43].[C:45]([O-:46])(=[O:47])[CH3:48].[CH2:1]1[CH2:2][CH2:3][NH:4][CH2:5][CH2:6]1.[CH3:13][c:14]1[cH:15][cH:16][cH:17][cH:18][cH:19]1.[CH3:7][C:8]([CH3:9])([O-:10])[CH3:11].[F:20][C:21]([F:22])([F:23])[S:24]([O:25][c:26]1[cH:27][cH:28][c:29]([C:36]#[N:37])[c:30]2[c:35]1[CH2:34][CH2:33][CH2:32][CH2:31]2)(=[O:38])=[O:39].[Na+:12].[OH2:49].[Pd+2:44]>>[CH2:1]1[CH2:2][CH2:3][N:4]([c:26]2[cH:27][cH:28][c:29]([C:36]#[N:37])[c:30]3[c:35]2[CH2:34][CH2:33][CH2:32][CH2:31]3)[CH2:5][CH2:6]1. Starting materials: BrCBr, CCN(C(C)C)C(C)C, CC(C)C(O)c1cnc(Cl)nc1Cl, O=P(Br)(Br)Br. Product: CC(C)C(Br)c1cnc(Cl)nc1Cl. RXN SMILES: [Br:28][CH2:29][Br:30].[CH:14]([N:15]([CH2:16][CH3:17])[CH:18]([CH3:19])[CH3:20])([CH3:21])[CH3:22].[Cl:1][c:2]1[n:3][cH:4][c:5]([CH:9]([CH:10]([CH3:11])[CH3:12])[OH:13])[c:6]([Cl:8])[n:7]1.[P:23]([Br:24])([Br:25])([Br:26])=[O:27]>>[Cl:1][c:2]1[n:3][cH:4][c:5]([CH:9]([CH:10]([CH3:11])[CH3:12])[Br:25])[c:6]([Cl:8])[n:7]1. Reactants: C1(=CC=CC=C1)[B-](C1=CC=CC=C1)(C1=CC=CC=C1)C1=CC=CC=C1.[Na+] (sodium tetraphenylborate), [Cl-].C1CC[N+]12CCCC2 (4-azoniaspiro[3,4]octane chloride). The solvent is CC(=O)C (acetone). The product is C1(=CC=CC=C1)[B-](C1=CC=CC=C1)(C1=CC=CC=C1)C1=CC=CC=C1.C1CC[N+]12CCCC2 (4-azoniaspiro[3,4]octane tetraphenylborate). The yield is 90.0%. RXN SMILES: [C:1]1([B-:7]([C:20]2[CH:25]=[CH:24][CH:23]=[CH:22][CH:21]=2)([C:14]2[CH:19]=[CH:18][CH:17]=[CH:16][CH:15]=2)[C:8]2[CH:13]=[CH:12][CH:11]=[CH:10][CH:9]=2)[CH:6]=[CH:5][CH:4]=[CH:3][CH:2]=1.[Na+].[Cl-].[CH2:28]1[N+:31]2([CH2:35][CH2:34][CH2:33][CH2:32]2)[CH2:30][CH2:29]1>CC(C)=O>[C:20]1([B-:7]([C:1]2[CH:2]=[CH:3][CH:4]=[CH:5][CH:6]=2)([C:8]2[CH:9]=[CH:10][CH:11]=[CH:12][CH:13]=2)[C:14]2[CH:19]=[CH:18][CH:17]=[CH:16][CH:15]=2)[CH:21]=[CH:22][CH:23]=[CH:24][CH:25]=1.[CH2:30]1[N+:31]2([CH2:35][CH2:34][CH2:33][CH2:32]2)[CH2:28][CH2:29]1 |f:0.1,2.3,5.6|. Procedure details: To a solution of sodium tetraphenylborate (1.90 g) in acetone (8 ml) at 20° C. was added aqueous 4-azoniaspiro[3,4]octane chloride (1.64 ml, prepared as above). The resulting solid was filtered, washed with water (3×10 ml) and dried in a vacuum oven to give 4-azoniaspiro[3,4]octane tetraphenylborate (2.17 g, 90% of theory). Starting materials: BrC1=CC=C(C=C1)C1=C(C=2C(=NC=CC2)N1)C (2-(p-bromophenyl)-3-methyl-pyrrolo-[2,3-b]pyridine), C(C(=O)C1=CC=CC=C1)Br (phenacylbromide). The product is BrC1=CC=C(C=C1)C1=C(C=2C(N(C=CC2)CC(=O)C2=CC=CC=C2)=N1)C (2-(p-bromophenyl)-3-methyl-7-phenacyl pyrrolo[2,3-b]pyridine). Reaction SMILES: [Br:1][C:2]1[CH:7]=[CH:6][C:5]([C:8]2[NH:16][C:11]3=[N:12][CH:13]=[CH:14][CH:15]=[C:10]3[C:9]=2[CH3:17])=[CH:4][CH:3]=1.[CH2:18](Br)[C:19]([C:21]1[CH:26]=[CH:25][CH:24]=[CH:23][CH:22]=1)=[O:20]>>[Br:1][C:2]1[CH:3]=[CH:4][C:5]([C:8]2[N:16]=[C:11]3[N:12]([CH2:18][C:19]([C:21]4[CH:26]=[CH:25][CH:24]=[CH:23][CH:22]=4)=[O:20])[CH:13]=[CH:14][CH:15]=[C:10]3[C:9]=2[CH3:17])=[CH:6][CH:7]=1. Procedure details: The title compound was prepared from 2-(p-bromophenyl)-3-methyl-pyrrolo-[2,3-b]pyridine and phenacylbromide on a 1.7 mmol scale according to the procedure described in example 8 yielding 620 mg (74%). Starting materials: FC=1C=C(COC2=NC(=C(C=C2C(=O)O)C2=CC=C(C=C2)Cl)C2=C(C=C(C=C2)Cl)Cl)C=CC1F (2-(3,4-difluorobenzyloxy)-6-(2,4-dichlorophenyl)-5-(4-chlorophenyl)pyridine-3-carboxylic acid), CN(C)C=O (DMF), C(C(=O)Cl)(=O)Cl (oxalyl chloride). Run in C(Cl)Cl (methylene chloride). Conditions: time 1 hour. Yields the product ClC1=CC=C(C=C1)C=1C(=NC(=C(C(=O)Cl)C1)OCC1=CC(=C(C=C1)F)F)C1=C(C=C(C=C1)Cl)Cl (5-(4-Chlorophenyl)-6-(2,4-dichlorophenyl)-2-[(3,4-difluoro-benzyl)oxy]nicotinoyl chloride). As a reaction SMILES: [F:1][C:2]1[CH:3]=[C:4]([CH:31]=[CH:32][C:33]=1[F:34])[CH2:5][O:6][C:7]1[C:12]([C:13]([OH:15])=O)=[CH:11][C:10]([C:16]2[CH:21]=[CH:20][C:19]([Cl:22])=[CH:18][CH:17]=2)=[C:9]([C:23]2[CH:28]=[CH:27][C:26]([Cl:29])=[CH:25][C:24]=2[Cl:30])[N:8]=1.CN(C=O)C.C(Cl)(=O)C([Cl:43])=O>C(Cl)Cl>[Cl:22][C:19]1[CH:20]=[CH:21][C:16]([C:10]2[C:9]([C:23]3[CH:28]=[CH:27][C:26]([Cl:29])=[CH:25][C:24]=3[Cl:30])=[N:8][C:7]([O:6][CH2:5][C:4]3[CH:31]=[CH:32][C:33]([F:34])=[C:2]([F:1])[CH:3]=3)=[C:12]([CH:11]=2)[C:13]([Cl:43])=[O:15])=[CH:17][CH:18]=1. Procedure: To a solution of 2-(3,4-difluorobenzyloxy)-6-(2,4-dichlorophenyl)-5-(4-chlorophenyl)pyridine-3-carboxylic acid (120 mg, 0.20 mmol) from Example 77 in methylene chloride (3 mL) was added a drop of DMF (cat.) and oxalyl chloride (0.100 mL, 1.1 mmol). The reaction was stirred at rt for 1 h and was then evaporated to dryness. The acid chloride was dissolved in methylene chloride and used directly in the subsequent amide formation. The reactants are NC(C(C)C)C(=O)O (DL-valine), C(CCCCCCCCCCC)O (1-dodecanol), CC=1C=CC(=CC1)S(=O)(=O)O (pTSA). Solvent: C1(=CC=CC=C1)C (toluene). The product is NC(C(=O)OCCCCCCCCCCCC)C(C)C (Dodecyl 2-amino-3-methylbutanoate). As a reaction SMILES: [NH2:1][CH:2]([C:6]([OH:8])=[O:7])[CH:3]([CH3:5])[CH3:4].[CH2:9](O)[CH2:10][CH2:11][CH2:12][CH2:13][CH2:14][CH2:15][CH2:16][CH2:17][CH2:18][CH2:19][CH3:20].CC1C=CC(S(O)(=O)=O)=CC=1>C1(C)C=CC=CC=1>[NH2:1][CH:2]([CH:3]([CH3:5])[CH3:4])[C:6]([O:8][CH2:20][CH2:19][CH2:18][CH2:17][CH2:16][CH2:15][CH2:14][CH2:13][CH2:12][CH2:11][CH2:10][CH3:9])=[O:7]. Procedure: To a stirred solution of DL-valine 34 (20 g, 170.7 mmol) in toluene (200 mL) was added 1-dodecanol 2 (28.6 g, 153 mmol) in one lot, followed by pTSA (35.7 g, 187.7 mmol). After addition, the temperature of the reaction mixture was slowly raised to reflux temperature and the water was separated azeotropically. The reaction mixture was monitored by TLC. The reaction mixture was concentrated under vacuum. The obtained residue was taken in ethyl acetate (200 mL) and washed with aqueous 5% Na2CO3 (3×... Reactants: C(C)O (ethanol), Cl[Sn]Cl (SnCl2), BrC(P(OCCCCCC)(OCCCCCC)=O)(P(OCCCCCC)(OCCCCCC)=O)Br (tetrahexyl (dibromomethylene)bisphosphonate). Solvent: O (water). Run at temperature 0 celsius. The product is BrC(P(OCCCCCC)(OCCCCCC)=O)P(OCCCCCC)(OCCCCCC)=O (tetrahexyl (monobromomethylene)bisphosponate). RXN SMILES: [Br:1][C:2](Br)([P:19](=[O:34])([O:27][CH2:28][CH2:29][CH2:30][CH2:31][CH2:32][CH3:33])[O:20][CH2:21][CH2:22][CH2:23][CH2:24][CH2:25][CH3:26])[P:3](=[O:18])([O:11][CH2:12][CH2:13][CH2:14][CH2:15][CH2:16][CH3:17])[O:4][CH2:5][CH2:6][CH2:7][CH2:8][CH2:9][CH3:10].C(O)C.Cl[Sn]Cl>O>[Br:1][CH:2]([P:3](=[O:18])([O:4][CH2:5][CH2:6][CH2:7][CH2:8][CH2:9][CH3:10])[O:11][CH2:12][CH2:13][CH2:14][CH2:15][CH2:16][CH3:17])[P:19](=[O:34])([O:27][CH2:28][CH2:29][CH2:30][CH2:31][CH2:32][CH3:33])[O:20][CH2:21][CH2:22][CH2:23][CH2:24][CH2:25][CH3:26]. Procedure details: Into a solution containing 6.7 g (0.01 moles) of tetrahexyl (dibromomethylene)bisphosphonate in 70 ml of abs. ethanol, 2.5 g of SnCl2 ×2H2O in 100 ml of water are added while stirring at 0° C. After the addition, the mixture is stirred for 15 minutes and extracted with chloroform and the extract is dried (MgSO4) and filtered. The filtrate is evaporated under a vacuum, whereby about 4.1 g (70% of the theor.) of tetrahexyl (monobromomethylene)bisphosponate (31P-NMR (CDCl3): δ 13.83 ppm) are obtain... Reactants: FC1=NC=CC=C1B(O)O (2-fluoropyridin-3-ylboronic acid), BrC=1C=C2C(=CC1F)OC1=NC=C(C=C1C21N=C(OC1)N)C#CC1(COC1)C (7-bromo-8-fluoro-3-((3-methyloxetan-3-yl)ethynyl)-5′H-spiro[chromeno[2,3-b]pyridine-5,4′-oxazol]-2′-amine), C([O-])([O-])=O.[K+].[K+] (potassium carbonate), O (water). Reagents/catalysts: C=1C=CC(=CC1)[P](C=2C=CC=CC2)(C=3C=CC=CC3)[Pd]([P](C=4C=CC=CC4)(C=5C=CC=CC5)C=6C=CC=CC6)([P](C=7C=CC=CC7)(C=8C=CC=CC8)C=9C=CC=CC9)[P](C=1C=CC=CC1)(C=1C=CC=CC1)C=1C=CC=CC1 (Pd(PPh3)4). Solvent: O1CCOCC1 (dioxane), CCOC(=O)C (EtOAc). Reaction conditions: temperature 80 celsius. The product is FC1=C(C=C2C(=C1)OC1=NC=C(C=C1C21N=C(OC1)N)C#CC1(COC1)C)C=1C(=NC=CC1)F (8-fluoro-7-(2-fluoropyridin-3-yl)-3-((3-methyloxetan-3-yl)ethynyl)-5′H-spiro[chromeno[2,3-b]pyridine-5,4′-oxazol]-2′-amine). Yield: 22.1%. As a reaction SMILES: [F:1][C:2]1[C:7](B(O)O)=[CH:6][CH:5]=[CH:4][N:3]=1.Br[C:12]1[CH:13]=[C:14]2[C:26]3([CH2:30][O:29][C:28]([NH2:31])=[N:27]3)[C:25]3[C:20](=[N:21][CH:22]=[C:23]([C:32]#[C:33][C:34]4([CH3:38])[CH2:37][O:36][CH2:35]4)[CH:24]=3)[O:19][C:15]2=[CH:16][C:17]=1[F:18].C(=O)([O-])[O-].[K+].[K+].O>O1CCOCC1.CCOC(C)=O.C1C=CC([P]([Pd]([P](C2C=CC=CC=2)(C2C=CC=CC=2)C2C=CC=CC=2)([P](C2C=CC=CC=2)(C2C=CC=CC=2)C2C=CC=CC=2)[P](C2C=CC=CC=2)(C2C=CC=CC=2)C2C=CC=CC=2)(C2C=CC=CC=2)C2C=CC=CC=2)=CC=1>[F:18][C:17]1[CH:16]=[C:15]2[O:19][C:20]3[C:25]([C:26]4([CH2:30][O:29][C:28]([NH2:31])=[N:27]4)[C:14]2=[CH:13][C:12]=1[C:7]1[C:2]([F:1])=[N:3][CH:4]=[CH:5][CH:6]=1)=[CH:24][C:23]([C:32]#[C:33][C:34]1([CH3:38])[CH2:37][O:36][CH2:35]1)=[CH:22][N:21]=3 |f:2.3.4,^1:61,63,82,101|. Procedure: A solution of Pd(PPh3)4 (0.077 g, 0.066 mmol), 2-fluoropyridin-3-ylboronic acid (0.19 g, 1.33 mmol), 7-bromo-8-fluoro-3-((3-methyloxetan-3-yl)ethynyl)-5′H-spiro[chromeno[2,3-b]pyridine-5,4′-oxazol]-2′-amine (0.30 g, 0.66 mmol), and potassium carbonate (0.46 g, 3.32 mmol) in 4.5 mL dioxane was treated with 1.8 mL water and was heated to 80° C. overnight. The reaction mixture cooled to rt and diluted with EtOAc (50 mL). The layers were separated and the organics were dried over MgSO4, and concentr... Reactants: ClC=1C=C(C(=O)O)C=CN1 (2-chloroisonicotinic acid), Cl.FC1=C2CCNC2=CC=C1F (4,5-difluoroindoline hydrochloride). The product is ClC1=NC=CC(=C1)C(=O)N1CCC2=C(C(=CC=C12)F)F ((2-chloro-pyridin-4-yl)-(4,5-difluoro-2,3-dihydro-indol-1-yl)-methanone). As a reaction SMILES: [Cl:1][C:2]1[CH:3]=[C:4]([CH:8]=[CH:9][N:10]=1)[C:5]([OH:7])=O.Cl.[F:12][C:13]1[C:21]([F:22])=[CH:20][CH:19]=[C:18]2[C:14]=1[CH2:15][CH2:16][NH:17]2>>[Cl:1][C:2]1[CH:3]=[C:4]([C:5]([N:17]2[C:18]3[C:14](=[C:13]([F:12])[C:21]([F:22])=[CH:20][CH:19]=3)[CH2:15][CH2:16]2)=[O:7])[CH:8]=[CH:9][N:10]=1 |f:1.2|. Procedure: Analogously to (4-chloro-pyridin-2-yl)-(4,5-difluoro-2,3-dihydro-indol-1-yl)-methanone this compound was prepared from 500 mg (3.17 mmol) 2-chloroisonicotinic acid and 1.0 eq 4,5-difluoroindoline hydrochloride.